Dataset: the Open Reaction Database (ORD), a public repository of structured organic reaction records. Task: describe an organic reaction: reactants, conditions, products, and yield Starting materials: F[B-](F)(F)c1ccoc1.[K+] (effective_coupling_partner), COc1cccc2ccccc12 (substrate). Reagents/catalysts: PCy3. Reaction conditions: temperature 110 celsius, time 4 hour. Yields the product c3ccc2c(c1ccoc1)cccc2c3. The solvent is C1CCOC1 (THF). Reactants: [OH-].[Na+] (NaOH), CO (methanol), C(C)OC(C(C(C(C)C)([PH2]=O)CSC1=NC2=CC=CC=C2C=C1)(OCC)C)=O (2-(Ethoxy)(quinolin-2-ylthiomethyl)-phosphinoyl-methyl-4-methylpentanoic acid ethyl ester). The product is OC(C(=O)O)(C(C(C)C)([PH2]=O)CSC1=NC2=CC=CC=C2C=C1)C (2-(hydroxy)(quinolin-2-ylthiomethyl)-phosphinoyl-methyl-4-methylpentanoic acid). Yield: 97.3%. Reaction SMILES: C([O:3][C:4](=[O:28])[C:5]([CH3:27])([O:24]CC)[C:6]([CH2:12][S:13][C:14]1[CH:23]=[CH:22][C:21]2[C:16](=[CH:17][CH:18]=[CH:19][CH:20]=2)[N:15]=1)([PH2:10]=[O:11])[CH:7]([CH3:9])[CH3:8])C.[OH-].[Na+].CO>C1COCC1>[OH:24][C:5]([CH3:27])([C:6]([CH2:12][S:13][C:14]1[CH:23]=[CH:22][C:21]2[C:16](=[CH:17][CH:18]=[CH:19][CH:20]=2)[N:15]=1)([PH2:10]=[O:11])[CH:7]([CH3:9])[CH3:8])[C:4]([OH:28])=[O:3] |f:1.2|. Reported procedure: 2-(Ethoxy)(quinolin-2-ylthiomethyl)-phosphinoyl-methyl-4-methylpentanoic acid ethyl ester (4.5 g) was dissolved in 100 mL THF and 12.5 mL of 2N NaOH was added together with enough methanol to make the solution homogeneous. After 18 hours the THF was removed by evaporation, the residue diluted with 50 mL H2O and washed with 50 mL ethyl acetate. The aqueous phase was then acidified to pH 4, and the product extracted with 50 mL ethyl acetate (2×). The ethyl acetate was washed with 20 mL brine, drie... Starting materials: CN(C)CCNC1=NC2=CC(=CC=C2C2=C1C(C1=CC=CC=C12)=O)OC (6-(((dimethylamino)ethyl)amino)-3-methoxy-7H-indeno[2,1-c]quinoline-7-on), Br (hydrobromic acid). Reported procedure: To a solution of 6-(((dimethylamino)ethyl)amino)-3-methoxy-7H-indeno[2,1-c]quinoline-7-on obtained in example 1 (3 g, 8.6 mmol) in acetic acid (40 ml) was added 47% aqueous hydrobromic acid (40 ml), and the mixture was refluxed with heat for 60 hours. The reaction mixture was distilled to dryness. To the residue was added water and the solution was adjusted to a pH of about 8 with aqueous ammonia, and subsequently extracted with chloroform. The chloroform layer was dried over magnesium sulfate a... As a reaction SMILES: [CH3:1][N:2]([CH2:4][CH2:5][NH:6][C:7]1[C:16]2[C:17](=[O:24])[C:18]3[C:23]([C:15]=2[C:14]2[C:9](=[CH:10][C:11]([O:25]C)=[CH:12][CH:13]=2)[N:8]=1)=[CH:22][CH:21]=[CH:20][CH:19]=3)[CH3:3].Br>C(O)(=O)C>[CH3:3][N:2]([CH2:4][CH2:5][NH:6][C:7]1[C:16]2[C:17](=[O:24])[C:18]3[C:23]([C:15]=2[C:14]2[C:9](=[CH:10][C:11]([OH:25])=[CH:12][CH:13]=2)[N:8]=1)=[CH:22][CH:21]=[CH:20][CH:19]=3)[CH3:1]. Isolated yield 73.2%. Product: CN(C)CCNC1=NC2=CC(=CC=C2C2=C1C(C1=CC=CC=C12)=O)O (6-(((dimethylamino)ethyl)amino)-3-hydroxy-7H-indeno[2,1-c]quinoline-7-on). Solvent: C(C)(=O)O (acetic acid). The reactants are C[S-].[Na+] (sodium methanethiolate), ClC1=NOC(C1)(C)C (3-chloro-5,5-dimethyl-2-isoxazoline), O (water). Run in CN(C)C=O (DMF). Run at time 12 hour. The product is CSC1=NOC(C1)(C)C (3-methylthio-5,5-dimethyl-2-isoxazoline). Isolated yield 54.8%. As a reaction SMILES: Cl[C:2]1[CH2:6][C:5]([CH3:8])([CH3:7])[O:4][N:3]=1.[CH3:9][S-:10].[Na+].O>CN(C=O)C>[CH3:9][S:10][C:2]1[CH2:6][C:5]([CH3:8])([CH3:7])[O:4][N:3]=1 |f:1.2|. Procedure details: To a solution of 193.0 g (1.07 M) of 3-chloro-5,5-dimethyl-2-isoxazoline dissolved in 500 ml of DMF was dropwise added, with ice-cooling, 1.0 kg (content=15%, 2.14 M) of an aqueous sodium methanethiolate solution. The mixture was stirred at room temperature for 12 hours to give rise to a reaction. After the completion of the reaction, the reaction mixture was poured into water, followed by extraction with ethyl acetate. The resulting organic phase was washed with an aqueous sodium chloride solut... The reactants are CCCCCCCCS(=O)(=O)Cl, CC(N)C(=O)N1C(=O)C(C)c2ccccc2-c2c(N)cccc21, CN(C)C=O, c1ccncc1. Product: CCCCCCCCS(=O)(=O)NC(C)C(=O)N1C(=O)C(C)c2ccccc2-c2c(N)cccc21. RXN SMILES: [CH2:30]([CH2:31][CH2:32][CH2:33][CH2:34][CH2:35][CH2:36][CH3:37])[S:38](=[O:39])(=[O:40])[Cl:41].[NH2:1][CH:2]([CH3:3])[C:4](=[O:5])[N:6]1[c:7]2[c:8]([c:19]([NH2:23])[cH:20][cH:21][cH:22]2)-[c:9]2[c:10]([cH:15][cH:16][cH:17][cH:18]2)[CH:11]([CH3:14])[C:12]1=[O:13].[O:42]=[CH:43][N:44]([CH3:45])[CH3:46].[cH:24]1[cH:25][cH:26][n:27][cH:28][cH:29]1>>[NH:1]([CH:2]([CH3:3])[C:4](=[O:5])[N:6]1[c:7]2[c:8]([c:19]([NH2:23])[cH:20][cH:21][cH:22]2)-[c:9]2[c:10]([cH:15][cH:16][cH:17][cH:18]2)[CH:11]([CH3:14])[C:12]1=[O:13])[S:38]([CH2:30][CH2:31][CH2:32][CH2:33][CH2:34][CH2:35][CH2:36][CH3:37])(=[O:39])=[O:40]. Reactants: [N+](=O)([O-])C1=C(N)C=CC(=C1)S(=O)(=O)F (2-Nitro-4-fluorosulphonylaniline), Cl(=O)(=O)[O-].[Na+] (sodium chlorate). The solvent is Cl (HCl), O (water). The product is [N+](=O)([O-])C1=C(N)C(=CC(=C1)S(=O)(=O)F)Cl (2-Nitro-4-fluorosulphonyl-6-chloroaniline). Yield: 177.7%. Reaction SMILES: [N+:1]([C:4]1[CH:10]=[C:9]([S:11]([F:14])(=[O:13])=[O:12])[CH:8]=[CH:7][C:5]=1[NH2:6])([O-:3])=[O:2].[Cl:15]([O-])(=O)=O.[Na+]>Cl.O>[N+:1]([C:4]1[CH:10]=[C:9]([S:11]([F:14])(=[O:12])=[O:13])[CH:8]=[C:7]([Cl:15])[C:5]=1[NH2:6])([O-:3])=[O:2] |f:1.2|. Procedure details: 2-Nitro-4-fluorosulphonylaniline (10 g) was dispersed in 30% HCl (63.6 g), cooled to 0°-5° C. and sodium chlorate (2 g) dissolved in water (3.6 g) added dropwise ensuring maintaining the temperature at 0°-5° C. After 30 minutes reaction mixture drowned onto ice and precipitate collected, washed with water and suction dried to yield 8.5 g of 2-Nitro-4-fluorosulphonyl-6-chloroaniline. The reactants are C(CCC)[Li] (n-butyllithium), Cl (hydrochloric acid), C(C)(C)OC(C)C (isopropyl ether), [Cl-].[Na+] (sodium chloride), C(C)(C)NC(C)C (diisopropylamine), C(C(C)C)(=O)OCC (ethyl isobutyrate), ICCCCC(C1=CC=CC=C1)C1=C(C(=C(C(=C1C)OC)C)C)OC (1-iodo-5-(2,5-dimethoxy-3,4,6-trimethylphenyl)-5-phenylpentane). The solvent is O1CCCC1 (tetrahydrofuran), CCCCCC (hexane), O1CCCC1 (tetrahydrofuran), O1CCCC1 (tetrahydrofuran). Reaction conditions: temperature -20 celsius, time 10 minute. Product: COC1=C(C(=C(C(=C1C)C)OC)C)C(CCCCC(C(=O)OCC)(C)C)C1=CC=CC=C1 (ethyl 7-(2,5-dimethoxy-3,4,6-trimethylphenyl)-2,2-dimethyl-7-phenylheptanoate). Isolated yield 247.6%. RXN SMILES: C([Li])CCC.C(NC(C)C)(C)C.[C:13]([O:18][CH2:19][CH3:20])(=[O:17])[CH:14]([CH3:16])[CH3:15].I[CH2:22][CH2:23][CH2:24][CH2:25][CH:26]([C:33]1[C:38]([CH3:39])=[C:37]([O:40][CH3:41])[C:36]([CH3:42])=[C:35]([CH3:43])[C:34]=1[O:44][CH3:45])[C:27]1[CH:32]=[CH:31][CH:30]=[CH:29][CH:28]=1.Cl.C(OC(C)C)(C)C.[Cl-].[Na+]>O1CCCC1.CCCCCC>[CH3:45][O:44][C:34]1[C:35]([CH3:43])=[C:36]([CH3:42])[C:37]([O:40][CH3:41])=[C:38]([CH3:39])[C:33]=1[CH:26]([C:27]1[CH:32]=[CH:31][CH:30]=[CH:29][CH:28]=1)[CH2:25][CH2:24][CH2:23][CH2:22][C:14]([CH3:16])([CH3:15])[C:13]([O:18][CH2:19][CH3:20])=[O:17] |f:6.7|. Reported procedure: A 2.1 ml (3.0×1.1 mmole) portion of n-butyllithium. hexane solution was added dropwise to a solution of 0.50 ml (3.0×1.2 mmole) of diisopropylamine in anhydrous tetrahydrofuran (5 ml) under an atmosphere of argon at -20° C. over the period of 5 minutes, followed by stirring at -20° to -5° C. for 10 minutes. The mixed solution was cooled at -20° C. and a solution of 0.38 g (3.0×1.1 mmole) of ethyl isobutyrate in tetrahydrofuran (4 ml) was added dropwise to it over the period of 5 minutes, followe... Starting materials: FC(C1=C(C(=C(C(=N1)C(F)(F)F)C(=O)OCC)CC)SC(C)C)F (6-(Difluoromethyl)-4-ethyl-5-(1-methylethylthio)-2-(trifluoromethyl)-3-pyridinecarboxylic acid, ethyl ester), C1=CC(=CC(=C1)Cl)C(=O)OO (MCPBA), mixture, C1=CC(=CC(=C1)Cl)C(=O)O (MCBA). Product: FC(C1=C(C(=C(C(=N1)C(F)(F)F)C(=O)OCC)CC)S(=O)C(C)C)F (6-(Difluoromethyl)-5-(2-propylsulfinyl)-4-ethyl-2-(trifluoromethyl)-3-pyridinecarboxylic acid, ethyl ester). RXN SMILES: [F:1][CH:2]([F:24])[C:3]1[N:8]=[C:7]([C:9]([F:12])([F:11])[F:10])[C:6]([C:13]([O:15][CH2:16][CH3:17])=[O:14])=[C:5]([CH2:18][CH3:19])[C:4]=1[S:20][CH:21]([CH3:23])[CH3:22].C1C=C(Cl)C=C(C(OO)=[O:33])C=1.C1C=C(Cl)C=C(C(O)=O)C=1>>[F:24][CH:2]([F:1])[C:3]1[N:8]=[C:7]([C:9]([F:12])([F:10])[F:11])[C:6]([C:13]([O:15][CH2:16][CH3:17])=[O:14])=[C:5]([CH2:18][CH3:19])[C:4]=1[S:20]([CH:21]([CH3:22])[CH3:23])=[O:33]. Procedure: Prepared from product of Example 11 (5.89 g, 15.86 mmol) and MCPBA (3.22 g of an 85% mixture with MCBA, 15.86 mmol) as described above. Recrystallization (ether/petroleum ether) afforded the product as a white solid (6.2 g).